From a dataset of the Open Reaction Database (ORD), a public repository of structured organic reaction records. describe an organic reaction: reactants, conditions, products, and yield Reactants: Cl (hydrochloric acid), C(O)([O-])=O.[Na+] (sodium hydrogen carbonate), ClC(=O)OCC1=CC=CC=C1 (benzyl chloroformate), NC1=CC(=C(C=C1)O)F (4-amino-2-fluorophenol). The solvent is O1CCCC1.O (tetrahydrofuran water). Reaction conditions: time 16 hour. Product: FC=1C=C(C=CC1O)NC(OCC1=CC=CC=C1)=O (benzyl (3-fluoro-4-hydroxyphenyl)carbamate). Isolated yield 66.9%. As a reaction SMILES: [NH2:1][C:2]1[CH:7]=[CH:6][C:5]([OH:8])=[C:4]([F:9])[CH:3]=1.C(=O)([O-])O.[Na+].Cl[C:16]([O:18][CH2:19][C:20]1[CH:25]=[CH:24][CH:23]=[CH:22][CH:21]=1)=[O:17].Cl>O1CCCC1.O>[F:9][C:4]1[CH:3]=[C:2]([NH:1][C:16](=[O:17])[O:18][CH2:19][C:20]2[CH:25]=[CH:24][CH:23]=[CH:22][CH:21]=2)[CH:7]=[CH:6][C:5]=1[OH:8] |f:1.2,5.6|. Procedure details: To a suspension of 4-amino-2-fluorophenol (60 g, 472 mmol) in tetrahydrofuran/water (=1/1, 600 mL) was added sodium hydrogen carbonate (43.6 g, 519 mmol), and benzyl chloroformate (74.1 mL, 519 mmol) was added dropwise at 0° C. The mixture was stirred at room temperature for 16 hr, 2N hydrochloric acid (150 mL) was added to the reaction mixture, and the mixture was extracted with ethyl acetate. The organic layer was washed with water, dried over anhydrous magnesium sulfate and filtered. The solv... The product is COC1=NC(=NC(=C1)OC)NC(=O)NS(=O)(=O)C1=C(C=CC=C1)C(C=1SC=CC1)O (N-[(4,6-dimethoxypyrimidin-2-yl)aminocarbonyl]-2-[hydroxy(2-thienyl)methyl]benzenesulfonamide). Yield: 35.9%. Reagents/catalysts: Cl (hydrochloric acid). Starting materials: OC(C1=C(C=CC=C1)S(=O)(=O)N)C=1SC=CC1 (2-[hydroxy(2-thienyl)methyl]benzenesulfonamide), CCCCCl (n-chlorbutane), C1(=CC=CC=C1)OC(NC1=NC(=CC(=N1)OC)OC)=O (phenyl(4,6-dimethoxypyrimidin-2-yl)carbamate), C1CCC2=NCCCN2CC1 (DBU). Run at time 1.5 hour. As a reaction SMILES: [OH:1][CH:2]([C:13]1[S:14][CH:15]=[CH:16][CH:17]=1)[C:3]1[CH:8]=[CH:7][CH:6]=[CH:5][C:4]=1[S:9]([NH2:12])(=[O:11])=[O:10].C1([O:24][C:25](=O)[NH:26][C:27]2[N:32]=[C:31]([O:33][CH3:34])[CH:30]=[C:29]([O:35][CH3:36])[N:28]=2)C=CC=CC=1.C1CCN2C(=NCCC2)CC1.CCCCCl>Cl.C(Cl)Cl>[CH3:34][O:33][C:31]1[CH:30]=[C:29]([O:35][CH3:36])[N:28]=[C:27]([NH:26][C:25]([NH:12][S:9]([C:4]2[CH:5]=[CH:6][CH:7]=[CH:8][C:3]=2[CH:2]([OH:1])[C:13]2[S:14][CH:15]=[CH:16][CH:17]=2)(=[O:10])=[O:11])=[O:24])[N:32]=1. Reported procedure: To 0.5 g of the product of Example 6, dissolved in 30 mL of p-doxane, was added 0.51 g of phenyl(4,6-dimethoxypyrimidin-2-yl)carbamate followed by 0.27 mL of "DBU". The reaction was stirred for 1.5 hours, diluted with 45 mL of ice-water and acidified with 10 drops of concentrated hydrochloric acid to obtain an oily precipitate. The water was decanted from the oil and the oily residue was dissolved in methylene chloride, washed with water and brine, and finally dried (MgSO4). Filtration and conce... Run in C(Cl)Cl (methylene chloride), ice water. The reactants are CN(C(=O)Cl)c1ccccc1, CCN(C(C)C)C(C)C, ClCCl, Oc1ccc(I)cc1. Product: CN(C(=O)Oc1ccc(I)cc1)c1ccccc1. RXN SMILES: [CH3:9][N:10]([C:11](=[O:12])[Cl:13])[c:14]1[cH:15][cH:16][cH:17][cH:18][cH:19]1.[CH:20]([N:21]([CH:22]([CH3:23])[CH3:24])[CH2:25][CH3:26])([CH3:27])[CH3:28].[Cl:29][CH2:30][Cl:31].[OH:1][c:2]1[cH:3][cH:4][c:5]([I:6])[cH:7][cH:8]1>>[O:1]([c:2]1[cH:3][cH:4][c:5]([I:6])[cH:7][cH:8]1)[C:11]([N:10]([CH3:9])[c:14]1[cH:15][cH:16][cH:17][cH:18][cH:19]1)=[O:12]. Reactants: NCC1CCCCC1, O=C(O)c1ccc(CN2C(=O)C3(COc4cc5c(cc43)CCO5)c3ccccc32)cc1, O=C(O)c1cccc(CN2C(=O)C3(COc4cc5c(cc43)CCO5)c3ccccc32)c1, NCc1cccs1. Product: O=C(NCc1cccs1)c1ccc(CN2C(=O)C3(COc4cc5c(cc43)CCO5)c3ccccc32)cc1. As a reaction SMILES: [CH:8]1([CH2:9][NH2:10])[CH2:11][CH2:12][CH2:13][CH2:14][CH2:15]1.[O:16]=[C:17]1[N:18]([CH2:37][c:38]2[cH:39][cH:40][c:41]([C:42](=[O:43])[OH:44])[cH:45][cH:46]2)[c:19]2[cH:20][cH:21][cH:22][cH:23][c:24]2[C:25]12[c:26]1[c:27]([cH:30][c:31]3[c:35]([cH:36]1)[CH2:34][CH2:33][O:32]3)[O:28][CH2:29]2.[O:47]=[C:48]1[C:49]2([CH2:50][O:51][c:52]3[cH:53][c:54]4[c:55]([cH:56][c:57]32)[CH2:58][CH2:59][O:60]4)[c:61]2[c:62]([cH:63][cH:64][cH:65][cH:66]2)[N:67]1[CH2:68][c:69]1[cH:70][c:71]([C:75]([OH:76])=[O:77])[cH:72][cH:73][cH:74]1.[s:1]1[c:2]([CH2:6][NH2:7])[cH:3][cH:4][cH:5]1>>[s:1]1[c:2]([CH2:6][NH:7][C:42]([c:41]2[cH:40][cH:39][c:38]([CH2:37][N:18]3[C:17](=[O:16])[C:25]4([c:24]5[c:19]3[cH:20][cH:21][cH:22][cH:23]5)[c:26]3[c:27]([cH:30][c:31]5[c:35]([cH:36]3)[CH2:34][CH2:33][O:32]5)[O:28][CH2:29]4)[cH:46][cH:45]2)=[O:43])[cH:3][cH:4][cH:5]1. The reactants are NC1=CN=NC(=C1)Cl (4-amino-6-chloro-pyridazine), N12CCN(CC1)CC2 (1,4-diazabicyclo[2.2.2]octane), CC(C)N=C=O (1-methylethyl isocyanate). Run in CN(C=O)C (dimethylformamide). Reaction conditions: time 18 hour. Product: ClC1=CC(=CN=N1)NC(=O)NC(C)C (N-(6-chloro-4-pyridazinyl)-N'-(1-methylethyl)urea). Reaction SMILES: [NH2:1][C:2]1[CH:7]=[C:6]([Cl:8])[N:5]=[N:4][CH:3]=1.N12CCN(CC1)CC2.[CH3:17][CH:18]([N:20]=[C:21]=[O:22])[CH3:19]>CN(C)C=O>[Cl:8][C:6]1[N:5]=[N:4][CH:3]=[C:2]([NH:1][C:21]([NH:20][CH:18]([CH3:19])[CH3:17])=[O:22])[CH:7]=1. Procedure details: To a stirred solution of 0.8 gram of 4-amino-6-chloro-pyridazine in 30 ml of dimethylformamide is added 0.2 gram of 1,4-diazabicyclo[2.2.2]octane, followed by 0.6 gram of 1-methylethyl isocyanate. The reaction mixture is stirred at ambient temperature for 18 hours, then at 60° C. for six hours. The majority of the dimethylformamide is removed under reduced pressure, and the residue is slurried in water. The resultant solid is collected by filtration and dried to yield N-(6-chloro-4-pyridazinyl)-... The reactants are Cc1ccc(S(=O)(=O)Cl)cc1, Cc1ccccc1, CCOC(C)=O, N#CC(=NO)c1ccccc1. Product: Cc1ccc(S(=O)(=O)ON=C(C#N)c2ccccc2)cc1. As a reaction SMILES: [CH3:12][c:13]1[cH:14][cH:15][c:16]([S:19](=[O:20])(=[O:21])[Cl:22])[cH:17][cH:18]1.[CH3:23][c:24]1[cH:25][cH:26][cH:27][cH:28][cH:29]1.[CH3:30][CH2:31][O:32][C:33](=[O:34])[CH3:35].[OH:1][N:2]=[C:3]([c:4]1[cH:5][cH:6][cH:7][cH:8][cH:9]1)[C:10]#[N:11]>>[O:1]([N:2]=[C:3]([c:4]1[cH:5][cH:6][cH:7][cH:8][cH:9]1)[C:10]#[N:11])[S:19]([c:16]1[cH:15][cH:14][c:13]([CH3:12])[cH:18][cH:17]1)(=[O:20])=[O:21]. The reactants are C(C)(C)(C)OC(NC1=C(C=C(C(=C1)Cl)C(F)(F)F)NC(CC(C1=CC(=CC=C1)C1=CC(=NC=C1)COC1OCCCC1)=O)=O)=O ((RS)-[5-chloro-2-(3-oxo-3-{3-[2-(tetrahydro-pyran-2-yloxymethyl)-pyridin-4-yl]-phenyl}-propionylamino)-4-trifluoromethyl-phenyl]-carbamic acid tert-butyl ester), C(=O)(C(F)(F)F)O (TFA). Run in C(Cl)Cl (CH2Cl2). Product: ClC1=CC2=C(NC(CC(=N2)C2=CC(=CC=C2)C2=CC(=NC=C2)CO)=O)C=C1C(F)(F)F (7-Chloro-4-[3-(2-hydroxymethyl-pyridin-4-yl)-phenyl]-8-trifluoromethyl-1,3-dihydro benzo[b][1,4]diazepin-2-one), solid. Isolated yield 46.0%. Reaction SMILES: C(OC(=O)[NH:7][C:8]1[CH:13]=[C:12]([Cl:14])[C:11]([C:15]([F:18])([F:17])[F:16])=[CH:10][C:9]=1[NH:19][C:20](=[O:44])[CH2:21][C:22](=O)[C:23]1[CH:28]=[CH:27][CH:26]=[C:25]([C:29]2[CH:34]=[CH:33][N:32]=[C:31]([CH2:35][O:36]C3CCCCO3)[CH:30]=2)[CH:24]=1)(C)(C)C.C(O)(C(F)(F)F)=O>C(Cl)Cl>[Cl:14][C:12]1[C:11]([C:15]([F:18])([F:17])[F:16])=[CH:10][C:9]2[NH:19][C:20](=[O:44])[CH2:21][C:22]([C:23]3[CH:28]=[CH:27][CH:26]=[C:25]([C:29]4[CH:34]=[CH:33][N:32]=[C:31]([CH2:35][OH:36])[CH:30]=4)[CH:24]=3)=[N:7][C:8]=2[CH:13]=1. Procedure details: The title compound was prepared from (RS)-[5-chloro-2-(3-oxo-3-{3-[2-(tetrahydro-pyran-2-yloxymethyl)-pyridin-4-yl]-phenyl}-propionylamino)-4-trifluoromethyl-phenyl]-carbamic acid tert-butyl ester (Example M261) (0.54 g, 0.83 mmol) by treatment with TFA in CH2Cl2 according to the general procedure N. Obtained as a light yellow solid (170 mg, 46%).